The task is: describe an organic reaction: reactants, conditions, products, and yield. This data is from the Open Reaction Database (ORD), a public repository of structured organic reaction records. The reactants are Cc1ccccc1, CC(C)(C)OC(=O)C(C(=O)c1ccc(Cl)cc1S(C)(=O)=O)C(=O)C1CC1, Cc1ccc(S(=O)(=O)O)cc1. Product: CS(=O)(=O)c1cc(Cl)ccc1C(=O)CC(=O)C1CC1. Reaction SMILES: [CH3:38][c:39]1[cH:40][cH:41][cH:42][cH:43][cH:44]1.[Cl:1][c:2]1[cH:3][c:4]([S:23](=[O:24])(=[O:25])[CH3:26])[c:5]([C:6](=[O:7])[CH:8]([C:9]([O:10][C:11]([CH3:12])([CH3:13])[CH3:14])=[O:15])[C:16](=[O:17])[CH:18]2[CH2:19][CH2:20]2)[cH:21][cH:22]1.[c:27]1([CH3:28])[cH:29][cH:30][c:31]([S:32]([OH:33])(=[O:34])=[O:35])[cH:36][cH:37]1>>[Cl:1][c:2]1[cH:3][c:4]([S:23](=[O:24])(=[O:25])[CH3:26])[c:5]([C:6](=[O:7])[CH2:8][C:16](=[O:17])[CH:18]2[CH2:19][CH2:20]2)[cH:21][cH:22]1. The reactants are CC(C)(C)c1cc(NC(=O)Oc2ccccc2)n(-c2ccccc2)n1, COc1cc2ncnc(Sc3cccc(N)c3)c2cc1OC, CN(C)c1ccncc1, CCN(C(C)C)C(C)C. Yields the product COc1cc2ncnc(Sc3cccc(NC(=O)Nc4cc(C(C)(C)C)nn4-c4ccccc4)c3)c2cc1OC. Reaction SMILES: [C:1]([CH3:2])([CH3:3])([CH3:4])[c:5]1[n:6][n:7](-[c:20]2[cH:21][cH:22][cH:23][cH:24][cH:25]2)[c:8]([NH:10][C:11]([O:12][c:13]2[cH:14][cH:15][cH:16][cH:17][cH:18]2)=[O:19])[cH:9]1.[CH3:26][O:27][c:28]1[cH:29][c:30]2[c:31]([S:40][c:41]3[cH:42][c:43]([NH2:44])[cH:45][cH:46][cH:47]3)[n:32][cH:33][n:34][c:35]2[cH:36][c:37]1[O:38][CH3:39].[CH3:57][N:58]([c:59]1[cH:60][cH:61][n:62][cH:63][cH:64]1)[CH3:65].[CH:48]([N:49]([CH:50]([CH3:51])[CH3:52])[CH2:53][CH3:54])([CH3:55])[CH3:56]>>[C:1]([CH3:2])([CH3:3])([CH3:4])[c:5]1[n:6][n:7](-[c:20]2[cH:21][cH:22][cH:23][cH:24][cH:25]2)[c:8]([NH:10][C:11](=[O:19])[NH:44][c:43]2[cH:42][c:41]([S:40][c:31]3[c:30]4[cH:29][c:28]([O:27][CH3:26])[c:37]([O:38][CH3:39])[cH:36][c:35]4[n:34][cH:33][n:32]3)[cH:47][cH:46][cH:45]2)[cH:9]1. Starting materials: C(C)(=O)O (acetic acid), CC(C)([O-])C.[K+] (potassium t-butoxide), C(C)(C)(C)OC(NC(CN(C1=C(C=CC=C1F)F)C(CBr)=O)(C)C)=O ({2-[(2-Bromoacetyl)-(2,6-difluorophenyl)amino]-1,1-dimethylethyl}carbamic acid t-butyl ester). Solvent: O1CCCC1 (tetrahydrofuran), O1CCCC1 (tetrahydrofuran). Run at time 30 minute. Product: C(C)(C)(C)OC(=O)N1C(CN(C(C1)=O)C1=C(C=CC=C1F)F)(C)C (4-(2,6-Difluorophenyl)-2,2-dimethyl-5-oxopiperazine-1-carboxylic acid t-butyl ester). Isolated yield 82.6%. RXN SMILES: CC(C)([O-])C.[K+].[C:7]([O:11][C:12](=[O:31])[NH:13][C:14]([CH3:30])([CH3:29])[CH2:15][N:16]([C:25](=[O:28])[CH2:26]Br)[C:17]1[C:22]([F:23])=[CH:21][CH:20]=[CH:19][C:18]=1[F:24])([CH3:10])([CH3:9])[CH3:8].C(O)(=O)C>O1CCCC1>[C:7]([O:11][C:12]([N:13]1[CH2:26][C:25](=[O:28])[N:16]([C:17]2[C:22]([F:23])=[CH:21][CH:20]=[CH:19][C:18]=2[F:24])[CH2:15][C:14]1([CH3:30])[CH3:29])=[O:31])([CH3:10])([CH3:9])[CH3:8] |f:0.1|. Procedure details: A solution of 2.05 g of potassium t-butoxide (18.3 mmol) in tetrahydrofuran (120 ml) was added to a solution of 5.14 g of {2-[(2-bromoacetyl)-(2,6-difluorophenyl)amino]-1,1-dimethylethyl}carbamic acid t-butyl ester obtained in Example (60b) (12.2 mmol) in tetrahydrofuran (120 ml) under a nitrogen atmosphere and under cooling in a dry ice-acetone bath over 30 minutes, and the mixture was stirred at the same temperature for 30 minutes. 0.33 ml of acetic acid (6.10 mmol) was added to the reaction m... The reactants are BrC=1N=NC(=CC1)CCC (3-bromo-6-propylpyridazine), C(#C)[C@@H]1CC[C@H](CC1)CCCCC (trans-1-ethynyl-4-pentylcyclohexane). Reagents/catalysts: Cl[Pd]([P](C1=CC=CC=C1)(C2=CC=CC=C2)C3=CC=CC=C3)([P](C4=CC=CC=C4)(C5=CC=CC=C5)C6=CC=CC=C6)Cl (bis-(triphenylphosphine)-palladium (II) dichloride), [Cu]I (copper (I) iodide). The solvent is C(C)N(CC)CC (triethylamine). Reaction conditions: temperature 0 celsius, time 8 hour. Yields the product desired product, C(CCCC)[C@@H]1CC[C@H](CC1)C#CC=1N=NC(=CC1)CCC (3-[2-(trans-4-pentylcyclohexyl)ethynyl]-6-propylpyridazine). Isolated yield 43.8%. RXN SMILES: Br[C:2]1[N:3]=[N:4][C:5]([CH2:8][CH2:9][CH3:10])=[CH:6][CH:7]=1.[C:11]([C@H:13]1[CH2:18][CH2:17][C@H:16]([CH2:19][CH2:20][CH2:21][CH2:22][CH3:23])[CH2:15][CH2:14]1)#[CH:12]>C(N(CC)CC)C.Cl[Pd](Cl)([P](C1C=CC=CC=1)(C1C=CC=CC=1)C1C=CC=CC=1)[P](C1C=CC=CC=1)(C1C=CC=CC=1)C1C=CC=CC=1.[Cu]I>[CH2:19]([C@H:16]1[CH2:15][CH2:14][C@H:13]([C:11]#[C:12][C:2]2[N:3]=[N:4][C:5]([CH2:8][CH2:9][CH3:10])=[CH:6][CH:7]=2)[CH2:18][CH2:17]1)[CH2:20][CH2:21][CH2:22][CH3:23] |^1:33,52|. Reported procedure: 8.0 g of 3-bromo-6-propylpyridazine were dissolved in 50 ml of triethylamine in a sulphonation flask under nitrogen. The solution was cooled to 0° C., treated with 562 mg of bis-(triphenylphosphine)-palladium (II) dichloride and 76 mg of copper (I) iodide and then treated dropwise within 20 minutes with 7.5 g of trans-1-ethynyl-4-pentylcyclohexane (prepared according to Example 2). The mixture was subsequently stirred overnight while cooling with an ice-bath and then heated to 50° C. for a furth... The reactants are C(C)(C)[Mg]Cl (isopropylmagnesium chloride), [Si](C)(C)(C(C)(C)C)O[C@@H](CC(=O)OCC)C ((R)-ethyl 3-(tert-butyldimethylsilyloxy)butanoate), CNOC.Cl (N,O-dimethylhydroxylamine HCl). Run in C1CCOC1 (THF), C1CCOC1 (THF). Conditions: time 3 hour. The product is [Si](C)(C)(C(C)(C)C)O[C@@H](CC(=O)N(C)OC)C ((R)-3-(tert-butyldimethylsilyloxy)-N-methoxy-N-methylbutanamide). RXN SMILES: C([Mg]Cl)(C)C.[Si:6]([O:13][C@H:14]([CH3:21])[CH2:15][C:16]([O:18]CC)=O)([C:9]([CH3:12])([CH3:11])[CH3:10])([CH3:8])[CH3:7].[CH3:22][NH:23][O:24][CH3:25].Cl>C1COCC1>[Si:6]([O:13][C@H:14]([CH3:21])[CH2:15][C:16]([N:23]([O:24][CH3:25])[CH3:22])=[O:18])([C:9]([CH3:10])([CH3:11])[CH3:12])([CH3:7])[CH3:8] |f:2.3|. Procedure details: A solution of 2M isopropylmagnesium chloride in THF (800 mL, 1.60 mol) was added dropwise via cannula over 60 min to a stirred solution of (R)-ethyl 3-(tert-butyldimethylsilyloxy)butanoate (131 g, 532 mmol) and N,O-dimethylhydroxylamine/HCl (80 g, 824 mmol) in dry THF (850 mL) while maintaining the internal temperature between −30° C. and −20° C. The suspension was allowed to stir for 3 h between −20 and −10° C., and quenched while cold with saturated aqueous ammonium chloride solution (400 mL).... Starting materials: C(=O)(C(F)(F)F)O (TFA), CC(C)(C)N(C([O-])=O)CCCC1=CC(=CC=C1)NC=1C2=C(N=C(N1)NCCCNC(=O)OC(C)(C)C)C=CNC2=O (1,1-dimethylethyl(3-{3-[(2-{[3-({[(1,1-dimethylethyl)oxy]carbonyl}amino)propyl]amino}-5-oxo-5,6-dihydropyrido[4,3-d]pyrimidin-4-yl)amino]phenyl}propyl)carbamate). The solvent is ClCCl (dichloromethane). Conditions: time 30 minute. The product is NCCCNC=1N=C(C2=C(N1)C=CNC2=O)NC2=CC(=CC=C2)CCCN (2-[(3-aminopropyl)amino]-4-{[3-(3-aminopropyl)phenyl]amino}pyrido[4,3-d]pyrimidin-5(6H)-one). Reaction SMILES: C(O)(C(F)(F)F)=O.CC([N:12]([CH2:16][CH2:17][CH2:18][C:19]1[CH:24]=[CH:23][CH:22]=[C:21]([NH:25][C:26]2[C:27]3[C:47](=[O:48])[NH:46][CH:45]=[CH:44][C:28]=3[N:29]=[C:30]([NH:32][CH2:33][CH2:34][CH2:35][NH:36]C(OC(C)(C)C)=O)[N:31]=2)[CH:20]=1)C(=O)[O-])(C)C>ClCCl>[NH2:36][CH2:35][CH2:34][CH2:33][NH:32][C:30]1[N:31]=[C:26]([NH:25][C:21]2[CH:22]=[CH:23][CH:24]=[C:19]([CH2:18][CH2:17][CH2:16][NH2:12])[CH:20]=2)[C:27]2[C:47](=[O:48])[NH:46][CH:45]=[CH:44][C:28]=2[N:29]=1. Reported procedure: To a premixed solution of TFA (0.5 mL, 6.49 mmol) and dichloromethane (0.5 mL) was added to 1,1-dimethylethyl(3-{3-[(2-{[3-({[(1,1-dimethylethyl)oxy]carbonyl}amino)propyl]amino}-5-oxo-5,6-dihydropyrido[4,3-d]pyrimidin-4-yl)amino]phenyl}propyl)carbamate (39 mg, 0.069 mmol) and the mixture was stirred for 30 min. It was then concentrated and the product was lyophilized (30 mg, white solid).